The task is: describe an organic reaction: reactants, conditions, products, and yield. This data is from the Open Reaction Database (ORD), a public repository of structured organic reaction records. The reactants are CC(=O)c1ccc(C(C)(C)O)c(Br)c1, CCN(C(C)C)C(C)C, CCOCCl, ClCCl, O. Yields the product CCOCOC(C)(C)c1ccc(C(C)=O)cc1Br. Reaction SMILES: [Br:1][c:2]1[cH:3][c:4]([C:12]([CH3:13])=[O:14])[cH:5][cH:6][c:7]1[C:8]([CH3:9])([CH3:10])[OH:11].[CH:20]([N:21]([CH2:22][CH3:23])[CH:24]([CH3:25])[CH3:26])([CH3:27])[CH3:28].[Cl:15][CH2:16][O:17][CH2:18][CH3:19].[Cl:30][CH2:31][Cl:32].[OH2:29]>>[Br:1][c:2]1[cH:3][c:4]([C:12]([CH3:13])=[O:14])[cH:5][cH:6][c:7]1[C:8]([CH3:9])([CH3:10])[O:11][CH2:16][O:17][CH2:18][CH3:19]. Reactants: ClC1=C(C=C(C(=C1)F)C=1N(N=NC1)C(F)(F)F)SC ([2-chloro-4-fluoro-5(3-trifluoromethyltriazolyl)phenyl]methyl sulfide), ClC1=C(C=C(C(=C1)F)C=1N(N=NC1)C(F)(F)F)S (2-chloro-4-fluoro-5(3-trifluoromethyltriazolyl)thiophenol), 1,1'-thiodi-[. The product is ClC1=CC=C(C(=C1)F)C=1N(N=NC1)C(F)(F)F (2-chloro-4-fluoro-5-(3-trifluoromethyltriazolyl)benzene). The yield is 85.7%. RXN SMILES: [Cl:1][C:2]1[CH:7]=[C:6]([F:8])[C:5]([C:9]2[N:10]([C:14]([F:17])([F:16])[F:15])[N:11]=[N:12][CH:13]=2)=[CH:4][C:3]=1SC.ClC1C=C(F)C(C2N(C(F)(F)F)N=NC=2)=CC=1S>>[Cl:1][C:2]1[CH:7]=[C:6]([F:8])[C:5]([C:9]2[N:10]([C:14]([F:16])([F:17])[F:15])[N:11]=[N:12][CH:13]=2)=[CH:4][CH:3]=1. Procedure: 2.2 g (7.1 mmol) of [2-chloro-4-fluoro-5(3-trifluoromethyltriazolyl)phenyl]methyl sulfide was converted to 2-chloro-4-fluoro-5(3-trifluoromethyltriazolyl)thiophenol in the same manner as in Reference Example 1 and then to 1.8 g of 1,1′-thiodi-[2-chloro-4-fluoro-5-(3-trifluoromethyltriazolyl)benzene (yield 85.7%) in the same manner as in Reference Example (1), which was used in Example 2 (4) as the starting material. Reaction SMILES: [CH3:1][O:2][c:3]1[cH:4][c:5]([CH2:11][C:12]([CH3:13])=[O:14])[cH:6][cH:7][c:8]1[O:9][CH3:10].[c:15]1([CH:16]([CH3:17])[NH2:23])[cH:18][cH:19][cH:20][cH:21][cH:22]1>>[CH3:1][O:2][c:3]1[cH:4][c:5]([CH2:11][CH:12]([CH3:13])[NH2:23])[cH:6][cH:7][c:8]1[O:9][CH3:10]. The product is COc1ccc(CC(C)N)cc1OC. Reactants: COc1ccc(CC(C)=O)cc1OC, CC(N)c1ccccc1. The reactants are O (water), CC=1C=2N(C=CN1)C(=NC2)C2CCOCC2 (8-methyl-3-(tetrahydro-2H-pyran-4-yl)imidazo[1,5-a]pyrazine), BrN1C(CCC1=O)=O (N-bromosuccinimide). The solvent is ClCCl (Dichloromethane), ClCCl (dichloromethane). Run at temperature 50 celsius. Yields the product BrC=1N=C(N2C1C(=NC=C2)C)C2CCOCC2 (1-bromo-8-methyl-3-(tetrahydro-2H-pyran-4-yl)imidazo[1,5-a]pyrazine). The yield is 93.5%. As a reaction SMILES: [CH3:1][C:2]1[C:3]2[N:4]([C:8]([CH:11]3[CH2:16][CH2:15][O:14][CH2:13][CH2:12]3)=[N:9][CH:10]=2)[CH:5]=[CH:6][N:7]=1.[Br:17]N1C(=O)CCC1=O.O>ClCCl>[Br:17][C:10]1[N:9]=[C:8]([CH:11]2[CH2:16][CH2:15][O:14][CH2:13][CH2:12]2)[N:4]2[CH:5]=[CH:6][N:7]=[C:2]([CH3:1])[C:3]=12. Reported procedure: To a solution of 8-methyl-3-(tetrahydro-2H-pyran-4-yl)imidazo[1,5-a]pyrazine (0.888 mmol, 193 mg) in dichloromethane (10 mL) was added N-bromosuccinimide (0.888 mmol, 158 mg) and the reaction mixture was heated at 50° C. (bath temperature) for 15 min. Dichloromethane and water were added, the organic layer separated, washed with an aqueous sodium hydrogencarbonate solution, dried (sodium sulfate) and concentrated in vacuo to afford 246 mg of 1-bromo-8-methyl-3-(tetrahydro-2H-pyran-4-yl)imidazo[1... Reactants: BrC=1C=C(C=CC1O)C (3-bromo-4-hydroxytoluene), BrCC(=O)C1=CC=CC=C1 (α-bromoacetophenone), C([O-])([O-])=O.[K+].[K+] (potassium carbonate). The solvent is C1=CC=CC=C1 (benzene). Product: BrC1=C(OCC(=O)C2=CC=CC=C2)C=CC(=C1)C (α-(2-bromo-4-methylphenoxy)acetophenone). RXN SMILES: [Br:1][C:2]1[CH:3]=[C:4]([CH3:9])[CH:5]=[CH:6][C:7]=1[OH:8].Br[CH2:11][C:12]([C:14]1[CH:19]=[CH:18][CH:17]=[CH:16][CH:15]=1)=[O:13].C(=O)([O-])[O-].[K+].[K+]>C1C=CC=CC=1>[Br:1][C:2]1[CH:3]=[C:4]([CH3:9])[CH:5]=[CH:6][C:7]=1[O:8][CH2:11][C:12]([C:14]1[CH:19]=[CH:18][CH:17]=[CH:16][CH:15]=1)=[O:13] |f:2.3.4|. Procedure: equimolar amounts of 3-bromo-4-hydroxytoluene and α-bromoacetophenone are refluxed in benzene in the presence of potassium carbonate to provide α-(2-bromo-4-methylphenoxy)acetophenone in the usual manner. Reactants: [BH3-]C#N, CO, COC(=O)C(C)N, COC(C=O)OC, Cl, [Mg+2], [Na+], O=S(=O)([O-])[O-]. The product is COC(=O)C(C)NCC(OC)OC. Reaction SMILES: [C:22]([BH3-:23])#[N:24].[CH3:26][OH:27].[CH3:2][O:3][C:4]([CH:5]([NH2:6])[CH3:7])=[O:8].[CH3:9][O:10][CH:11]([CH:12]=[O:13])[O:14][CH3:15].[ClH:1].[Mg+2:16].[Na+:25].[O-:17][S:18](=[O:19])(=[O:20])[O-:21]>>[CH3:2][O:3][C:4]([CH:5]([NH:6][CH2:12][CH:11]([O:10][CH3:9])[O:14][CH3:15])[CH3:7])=[O:8].